This data is from the Open Reaction Database (ORD), a public repository of structured organic reaction records. The task is: describe an organic reaction: reactants, conditions, products, and yield Starting materials: CO, Cl, CC(C)(C)OC(=O)NC1CCN(C2CCOCC2)CC1, C1COCCO1. Yields the product NC1CCN(C2CCOCC2)CC1. Reaction SMILES: [CH3:22][OH:23].[ClH:21].[O:1]1[CH2:2][CH2:3][CH:4]([N:7]2[CH2:8][CH2:9][CH:10]([NH:13][C:14](=[O:15])[O:16][C:17]([CH3:18])([CH3:19])[CH3:20])[CH2:11][CH2:12]2)[CH2:5][CH2:6]1.[O:24]1[CH2:25][CH2:26][O:27][CH2:28][CH2:29]1>>[O:1]1[CH2:2][CH2:3][CH:4]([N:7]2[CH2:8][CH2:9][CH:10]([NH2:13])[CH2:11][CH2:12]2)[CH2:5][CH2:6]1.